describe an organic reaction: reactants, conditions, products, and yield From a dataset of the Open Reaction Database (ORD), a public repository of structured organic reaction records. Reaction SMILES: [NH:1]1[C:9]2[C:4](=[CH:5][CH:6]=[CH:7][CH:8]=2)[CH2:3][C:2]1=[O:10].[CH:11]1([C:17]([N:19]=[C:20]=[O:21])=[O:18])[CH2:16][CH2:15][CH2:14][CH2:13][CH2:12]1>C1(C)C=CC=CC=1>[CH:11]1([C:17]([NH:19][C:20]([N:1]2[C:9]3[C:4](=[CH:5][CH:6]=[CH:7][CH:8]=3)[CH2:3][C:2]2=[O:10])=[O:21])=[O:18])[CH2:16][CH2:15][CH2:14][CH2:13][CH2:12]1. Procedure details: To a stirred slurry of 20.0 g (0.15 mole) of 2-oxindole in 150 ml of toluene was added 29.6 g (0.19 mole) of cyclohexylcarbonyl isocyanate. The mixture was heated under reflux for ca. 30 minutes and then it was cooled to room temperature. The solid was recovered by filtration and then it was recrystallized from ethanol. This afforded 26.5 g of the title compound as fluffy, colorless crystals, m.p. 144.5°-145.5° C. Run in C1(=CC=CC=C1)C (toluene). Yields the product C1(CCCCC1)C(=O)NC(=O)N1C(CC2=CC=CC=C12)=O (N-Cyclohexylcarbonyl-2-oxindole-1-carboxamide). Reactants: N1C(CC2=CC=CC=C12)=O (2-oxindole), C1(CCCCC1)C(=O)N=C=O (cyclohexylcarbonyl isocyanate).